This data is from the Open Reaction Database (ORD), a public repository of structured organic reaction records. The task is: describe an organic reaction: reactants, conditions, products, and yield Reactants: FC1=CC=C(C=C1)N1C=2C(C(=O)OC1=O)=CC=CC2 (N-(p-fluoro-phenyl)isatoic anhydride), CSC=1NCCN1 (2-methylmercapto-imidazoline), [OH-].[Na+] (sodium hydroxide). The solvent is O1CCOCC1 (dioxane). Run at time 4 hour. Product: FC1=CC=C(C=C1)N1C=2N(C(C3=CC=CC=C13)=O)CCN2 (10-(p-fluoro-phenyl)-2,3-dihydro-imidazo[2,1-b]quinazolin-5(10H)-one). RXN SMILES: [F:1][C:2]1[CH:7]=[CH:6][C:5]([N:8]2[C:14](=O)[O:13][C:11](=O)[C:10]3=[CH:16][CH:17]=[CH:18][CH:19]=[C:9]23)=[CH:4][CH:3]=1.CSC1[NH:23][CH2:24][CH2:25][N:26]=1.[OH-].[Na+]>O1CCOCC1>[F:1][C:2]1[CH:3]=[CH:4][C:5]([N:8]2[C:9]3[C:10](=[CH:16][CH:17]=[CH:18][CH:19]=3)[C:11](=[O:13])[N:23]3[CH2:24][CH2:25][N:26]=[C:14]23)=[CH:6][CH:7]=1 |f:2.3|. Reported procedure: A solution of 5.4 g. of N-(p-fluoro-phenyl)isatoic anhydride, 2.5 g. of 2-methylmercapto-imidazoline and one pellet (about 100 mg.) sodium hydroxide in 75 ml. of dioxane is refluxed with stirring for 4 hours. The resulting mixture is evaporated to dryness, the residue dissolved in methylene chloride, washed with water and extracted twice with 1N hydrochloric acid. The combined aqueous extracts are washed with methylene chloride and then with diethyl ether and made basic with sodium bicarbonate. ...